From a dataset of the Open Reaction Database (ORD), a public repository of structured organic reaction records. describe an organic reaction: reactants, conditions, products, and yield Starting materials: NC1=C(C=C(C=C1Cl)C(CBr)=O)Cl (1-[4-Amino-3,5-dichlorophenyl]-2-bromoethanone), C1(=CC=CC=C1)CCCOCCOCCCNCC1=CC=CC=C1 (N-[3-[2-(3-phenylpropoxy)ethoxy]propyl]benzenemethanamine). Solvent: C1CCOC1 (THF). Conditions: time 2 hour. Product: NC1=C(C=C(C=C1Cl)C(O)CN(CCCOCCOCCCC1=CC=CC=C1)CC1=CC=CC=C1)Cl (4-Amino-3,5-dichloro-α-[[(phenylmethyl)[3-[2-(3-phenylpropoxy)ethoxy]propyl]amino]methyl]benzenemethanol). Isolated yield 75.5%. RXN SMILES: [NH2:1][C:2]1[C:7]([Cl:8])=[CH:6][C:5]([C:9](=[O:12])[CH2:10]Br)=[CH:4][C:3]=1[Cl:13].[C:14]1([CH2:20][CH2:21][CH2:22][O:23][CH2:24][CH2:25][O:26][CH2:27][CH2:28][CH2:29][NH:30][CH2:31][C:32]2[CH:37]=[CH:36][CH:35]=[CH:34][CH:33]=2)[CH:19]=[CH:18][CH:17]=[CH:16][CH:15]=1>C1COCC1>[NH2:1][C:2]1[C:7]([Cl:8])=[CH:6][C:5]([CH:9]([CH2:10][N:30]([CH2:31][C:32]2[CH:37]=[CH:36][CH:35]=[CH:34][CH:33]=2)[CH2:29][CH2:28][CH2:27][O:26][CH2:25][CH2:24][O:23][CH2:22][CH2:21][CH2:20][C:14]2[CH:19]=[CH:18][CH:17]=[CH:16][CH:15]=2)[OH:12])=[CH:4][C:3]=1[Cl:13]. Procedure details: 1-[4-Amino-3,5-dichlorophenyl]-2-bromoethanone (0.86 g), N-[3-[2-(3-phenylpropoxy)ethoxy]propyl]benzenemethanamine (1 g) and DEA (0.43 g) were stirred together in THF (30 ml) at room temperature under nitrogen for 22 h. The mixture was filtered and the filtrate evaporated in vacuo. The residue was dissolved in methanol (40 ml), treated portionwise with sodium borohydride (0.31 g) at 0° C. under nitrogen, stirred at room temperature under nitrogen for 2 h, diluted with water (150 ml) and extracte... The reactants are CCCN1CC=C(c2c[nH]c3ccccc23)CC1, Cl. Yields the product CCCN1CC=C(c2c[nH]c3ccccc23)CC1, Cl. As a reaction SMILES: [CH2:2]([CH2:3][CH3:4])[N:5]1[CH2:6][CH2:7][C:8]([c:11]2[cH:12][nH:13][c:14]3[cH:15][cH:16][cH:17][cH:18][c:19]23)=[CH:9][CH2:10]1.[ClH:1]>>[CH2:2]([CH2:3][CH3:4])[N:5]1[CH2:6][CH:7]=[C:8]([c:11]2[cH:12][nH:13][c:14]3[cH:15][cH:16][cH:17][cH:18][c:19]23)[CH2:9][CH2:10]1.[ClH:1]. Yields the product O=C(COCCc1ccccn1)CC(=O)OCCC(c1ccccc1)c1ccccc1. Reactants: C1CCOC1, CO, [H-], [Na+], O=C(CCl)CC(=O)OCCC(c1ccccc1)c1ccccc1, OCCc1ccccn1. Reaction SMILES: [CH2:37]1[O:38][CH2:39][CH2:40][CH2:41]1.[CH3:35][OH:36].[H-:10].[Na+:11].[c:12]1([CH:18]([CH2:19][CH2:20][O:21][C:22]([CH2:23][C:24](=[O:25])[CH2:26][Cl:27])=[O:28])[c:29]2[cH:30][cH:31][cH:32][cH:33][cH:34]2)[cH:13][cH:14][cH:15][cH:16][cH:17]1.[n:1]1[c:2]([CH2:7][CH2:8][OH:9])[cH:3][cH:4][cH:5][cH:6]1>>[n:1]1[c:2]([CH2:7][CH2:8][O:9][CH2:26][C:24]([CH2:23][C:22]([O:21][CH2:20][CH2:19][CH:18]([c:12]2[cH:13][cH:14][cH:15][cH:16][cH:17]2)[c:29]2[cH:30][cH:31][cH:32][cH:33][cH:34]2)=[O:28])=[O:25])[cH:3][cH:4][cH:5][cH:6]1. Reactants: COC=1C=C(CC2NCCC3=C(C(=C(C=C23)OC)OC)OC)C=CC1OC (1-(3,4-Dimethoxy-benzyl)-5,6,7-trimethoxy-1,2,3,4-tetrahydroisoquinoline), BrCC(=O)Br (2-bromoacetyl bromide), NC1CCC2=CC=CC=C12 (1-amino-indane). Yields the product COC=1C=C(CC2N(CCC3=C(C(=C(C=C23)OC)OC)OC)CC(=O)NC2CCC3=CC=CC=C23)C=CC1OC (2-[1-(3,4-Dimethoxy-benzyl)-5,6,7-trimethoxy-3,4-dihydro-1H-isoquinolin-2-yl]-N-(indan-1-yl)-acetamide). Reaction SMILES: [CH3:1][O:2][C:3]1[CH:4]=[C:5]([CH:23]=[CH:24][C:25]=1[O:26][CH3:27])[CH2:6][CH:7]1[C:16]2[C:11](=[C:12]([O:21][CH3:22])[C:13]([O:19][CH3:20])=[C:14]([O:17][CH3:18])[CH:15]=2)[CH2:10][CH2:9][NH:8]1.Br[CH2:29][C:30](Br)=[O:31].[NH2:33][CH:34]1[C:42]2[C:37](=[CH:38][CH:39]=[CH:40][CH:41]=2)[CH2:36][CH2:35]1>>[CH3:1][O:2][C:3]1[CH:4]=[C:5]([CH:23]=[CH:24][C:25]=1[O:26][CH3:27])[CH2:6][CH:7]1[C:16]2[C:11](=[C:12]([O:21][CH3:22])[C:13]([O:19][CH3:20])=[C:14]([O:17][CH3:18])[CH:15]=2)[CH2:10][CH2:9][N:8]1[CH2:29][C:30]([NH:33][CH:34]1[C:42]2[C:37](=[CH:38][CH:39]=[CH:40][CH:41]=2)[CH2:36][CH2:35]1)=[O:31]. Reported procedure: prepared by reaction of 1-(3,4-Dimethoxy-benzyl)-5,6,7-trimethoxy-1,2,3,4-tetrahydroisoquinoline and 2-bromoacetyl bromide with 1-amino-indane Reactants: CC(C)(C#N)c1ccc(Br)cc1Cl, [Li]CCCC, C1CCOC1, CON(C)C(C)=O. Product: CC(=O)c1ccc(C(C)(C)C#N)c(Cl)c1. As a reaction SMILES: [Br:1][c:2]1[cH:3][c:4]([Cl:13])[c:5]([C:8]([C:9]#[N:10])([CH3:11])[CH3:12])[cH:6][cH:7]1.[CH2:14]([Li:15])[CH2:16][CH2:17][CH3:18].[CH2:26]1[O:27][CH2:28][CH2:29][CH2:30]1.[CH3:19][O:20][N:21]([C:22]([CH3:23])=[O:24])[CH3:25]>>[c:2]1([C:22]([CH3:23])=[O:24])[cH:3][c:4]([Cl:13])[c:5]([C:8]([C:9]#[N:10])([CH3:11])[CH3:12])[cH:6][cH:7]1. Reactants: 2d, C(=O)(OC(C)(C)C)N1C=CC2=CC(=CC=C12)B(O)O (N-Boc-5-indoleboronic acid), N1=CC=CC=C1 (pyridine), C(C)(C)(C)C1=NNC(=C1)C(=O)OCC (ethyl 3-t-butyl-1 H-pyrazole-5-carboxylate), B(O)O (boronic acid). Reagents/catalysts: CC(=O)[O-].CC(=O)[O-].[Cu+2] (Cu(OAc)2). Run in C(Cl)Cl (CH2Cl2). Reaction conditions: time 8 hour. The product is C(C)(C)(C)C1=NN(C(=C1)C(=O)OCC)C=1C=C2C=CN(C2=CC1)C(=O)OCC (ethyl 5-(3-t-butyl-5-(ethoxycarbonyl)-1H-pyrazol-1-yl)-1H-indole-1-carboxylate). The yield is 38.0%. As a reaction SMILES: [C:1]([N:8]1[C:16]2[C:11](=[CH:12][C:13](B(O)O)=[CH:14][CH:15]=2)[CH:10]=[CH:9]1)([O:3][C:4]([CH3:7])(C)C)=[O:2].N1C=CC=CC=1.[C:26]([C:30]1[CH:34]=[C:33]([C:35]([O:37][CH2:38][CH3:39])=[O:36])[NH:32][N:31]=1)([CH3:29])([CH3:28])[CH3:27].B(O)O>C(Cl)Cl.CC([O-])=O.CC([O-])=O.[Cu+2]>[C:26]([C:30]1[CH:34]=[C:33]([C:35]([O:37][CH2:38][CH3:39])=[O:36])[N:32]([C:13]2[CH:12]=[C:11]3[C:16](=[CH:15][CH:14]=2)[N:8]([C:1]([O:3][CH2:4][CH3:7])=[O:2])[CH:9]=[CH:10]3)[N:31]=1)([CH3:29])([CH3:27])[CH3:28] |f:5.6.7|. Procedure: Commercially available N-Boc-5-indoleboronic acid (0.30 g, 1.1 mmol) was dissolved in CH2Cl2 (20 mL) and pyridine (1 mL) with molecular sieves (activated 4 A) and stirred overnight at RT. Commercially available ethyl 3-t-butyl-1 H-pyrazole-5-carboxylate, Cu(OAc)2 and molecular sieves (4 A activated, powder) were added to the boronic acid solution and the whole stirred at RT open to the atmosphere for 2d. The reaction mixture was filtered through a pad of Celite®, concentrated and purified by col...